This data is from the Open Reaction Database (ORD), a public repository of structured organic reaction records. The task is: describe an organic reaction: reactants, conditions, products, and yield Reactants: C(C)(=O)OC1C(CCN2C1=CC1=CC=CC=C21)C(=O)OCC (ethyl 9-acetoxy-6,7,8,9-tetrahydropyrido[1,2-a]indole-8-carboxylate), CN(C(=N)N(C)C)C (1,1,3,3-tetra-methylguanidine). Run in C1(=CC=CC=C1)C (toluene). Conditions: temperature 80 celsius. The product is C1=C2C=C3N(C2=CC=C1)CCC(=C3)C(=O)OCC (ethyl 6,7-dihydropyrido[1,2-a]indole-8-carboxylate). Yield: 83.4%. As a reaction SMILES: C(O[CH:5]1[C:10]2=[CH:11][C:12]3[C:17]([N:9]2[CH2:8][CH2:7][CH:6]1[C:18]([O:20][CH2:21][CH3:22])=[O:19])=[CH:16][CH:15]=[CH:14][CH:13]=3)(=O)C.CN(C)C(N(C)C)=N>C1(C)C=CC=CC=1>[CH:13]1[CH:14]=[CH:15][CH:16]=[C:17]2[C:12]=1[CH:11]=[C:10]1[CH:5]=[C:6]([C:18]([O:20][CH2:21][CH3:22])=[O:19])[CH2:7][CH2:8][N:9]12. Procedure: A solution of 9.93 g (0.033 mol) of ethyl 9-acetoxy-6,7,8,9-tetrahydropyrido[1,2-a]indole-8-carboxylate in 150 ml of toluene is treated with 8.3 ml (0.066 mol) of 1,1,3,3-tetra-methylguanidine and the reaction mixture is heated at 80° C. for 17 hours. The resulting solution is then cooled to room temperature, washed in succession three times with 50 ml of 1N hydrochloric acid each time, 50 ml of aqueous sodium bicarbonate solution and 50 ml of sodium chloride solution, dried over anhydrous sodiu... The reactants are O=C(CCC(=O)O)C=1C(=NN2C1C=CC=C2)C2=CC=CC=C2 (4-oxo-4-(2-phenylpyrazolo[1,5-a]pyridin-3-yl)butyric acid), O.NN (hydrazine monohydrate). Solvent: C(C)O (ethanol). The product is O=C1NN=C(CC1)C=1C(=NN2C1C=CC=C2)C2=CC=CC=C2 (3-(3-oxo-2,3,4,5-tetrahydropyridazin-6-yl)-2-phenylpyrazolo[1,5-a]pyridine). Isolated yield 70.5%. Reaction SMILES: O=[C:2]([C:8]1[C:9]([C:17]2[CH:22]=[CH:21][CH:20]=[CH:19][CH:18]=2)=[N:10][N:11]2[CH:16]=[CH:15][CH:14]=[CH:13][C:12]=12)[CH2:3][CH2:4][C:5](O)=[O:6].O.[NH2:24][NH2:25]>C(O)C>[O:6]=[C:5]1[CH2:4][CH2:3][C:2]([C:8]2[C:9]([C:17]3[CH:22]=[CH:21][CH:20]=[CH:19][CH:18]=3)=[N:10][N:11]3[CH:16]=[CH:15][CH:14]=[CH:13][C:12]=23)=[N:25][NH:24]1 |f:1.2|. Procedure: A mixture of 4-oxo-4-(2-phenylpyrazolo[1,5-a]pyridin-3-yl)butyric acid (1.71 g), hydrazine monohydrate (1.46 g) and ethanol (17 ml) was heated under reflux for 1 hour. Ethanol was evaporated in vacuo. Water (20 ml) was added to the residue, acidified with 5% hydrochloric acid and extracted with chloroform (25 ml×3). The combined extract was washed with a saturated aqueous solution of sodium chloride, dried over magnesium sulfate and evaporated in vacuo. The residue was recrystallized from ethano... Reactants: O=C1CCN(C(=O)C=Cc2ccc(Cl)c(Cl)c2)CCN1, ClCCCCI. Product: O=C(C=Cc1ccc(Cl)c(Cl)c1)N1CCC(=O)N(CCCCCl)CC1. As a reaction SMILES: [Cl:1][c:2]1[cH:3][c:4]([CH:9]=[CH:10][C:11](=[O:12])[N:13]2[CH2:14][CH2:15][NH:16][C:17](=[O:20])[CH2:18][CH2:19]2)[cH:5][cH:6][c:7]1[Cl:8].[Cl:21][CH2:22][CH2:23][CH2:24][CH2:25][I:26]>>[Cl:1][c:2]1[cH:3][c:4]([CH:9]=[CH:10][C:11](=[O:12])[N:13]2[CH2:14][CH2:15][N:16]([CH2:25][CH2:24][CH2:23][CH2:22][Cl:21])[C:17](=[O:20])[CH2:18][CH2:19]2)[cH:5][cH:6][c:7]1[Cl:8]. Starting materials: C1(=CC=CC=C1)C(CC(=O)OCC)NS(=O)(=O)C=1C=C(C=CC1)C1=CC(=CC=C1)NC=1SC=CN1 (Ethyl 3-phenyl-3-{[3′-(1,3-thiazol-2-ylamino)[1,1′-biphenyl]-3-yl]sulfonylamino}-propanoate), ClCCl.C(C)OC(C)=O (dichloromethane acetic acid ethyl ester). Run in [Li+].[OH-] (LiOH), C(OC)COC (dimethoxyethane). Yields the product C1(=CC=CC=C1)C(CC(=O)O)NS(=O)(=O)C=1C=C(C=CC1)C1=CC(=CC=C1)NC=1SC=CN1 (3-phenyl-3-{[3′-(1,3-thiazol-2-ylamino)[1,1′-biphenyl]-3-yl]sulfonylamino}-propanoic acid). Reaction SMILES: [C:1]1([CH:7]([NH:14][S:15]([C:18]2[CH:19]=[C:20]([C:24]3[CH:29]=[CH:28][CH:27]=[C:26]([NH:30][C:31]4[S:32][CH:33]=[CH:34][N:35]=4)[CH:25]=3)[CH:21]=[CH:22][CH:23]=2)(=[O:17])=[O:16])[CH2:8][C:9]([O:11]CC)=[O:10])[CH:6]=[CH:5][CH:4]=[CH:3][CH:2]=1.ClCCl.C(OC(=O)C)C>C(COC)OC.[Li+].[OH-]>[C:1]1([CH:7]([NH:14][S:15]([C:18]2[CH:19]=[C:20]([C:24]3[CH:29]=[CH:28][CH:27]=[C:26]([NH:30][C:31]4[S:32][CH:33]=[CH:34][N:35]=4)[CH:25]=3)[CH:21]=[CH:22][CH:23]=2)(=[O:16])=[O:17])[CH2:8][C:9]([OH:11])=[O:10])[CH:2]=[CH:3][CH:4]=[CH:5][CH:6]=1 |f:1.2,4.5|. Reported procedure: 0.2 g of Ethyl 3-phenyl-3-{[3′-(1,3-thiazol-2-ylamino)[1,1′-biphenyl]-3-yl]sulfonylamino}-propanoate 15.1.1 were saponified in 15 ml dimethoxyethane 12 ml water and 0.2 g LiOH. After aqueos work-up and flash chromatography (dichloromethane/methanol 10+1) 65 mg were obtained. Reactants: ClC1=C(OC=2C=CC3=C(N(C(=N3)COC3=CC=C(CC4C(NC(S4)=O)=O)C=C3)C)C2)C=C(C(=C1C)O)C (5-{4-[6-(2-chloro-4-hydroxy-3,5-dimethylphenoxy)-1-methyl-1H-benzimidazol-2-ylmethoxy]benzyl}thiazolidine-2,4-dione), Cl.C(C)(=O)OCC (hydrochloric acid ethyl acetate). Product: Cl.ClC1=C(OC=2C=CC3=C(N(C(=N3)COC3=CC=C(CC4C(NC(S4)=O)=O)C=C3)C)C2)C=C(C(=C1C)O)C (5-{4-[6-(2-Chloro-4-hydroxy-3,5-dimethylphenoxy)-1-methyl-1H-benzimidazol-2-ylmethoxy]benzyl}thiazolidine-2,4-dione hydrochloride). The yield is 196.9%. Reaction SMILES: [Cl:1][C:2]1[C:34]([CH3:35])=[C:33]([OH:36])[C:32]([CH3:37])=[CH:31][C:3]=1[O:4][C:5]1[CH:6]=[CH:7][C:8]2[N:12]=[C:11]([CH2:13][O:14][C:15]3[CH:28]=[CH:27][C:18]([CH2:19][CH:20]4[S:24][C:23](=[O:25])[NH:22][C:21]4=[O:26])=[CH:17][CH:16]=3)[N:10]([CH3:29])[C:9]=2[CH:30]=1.Cl.C(OCC)(=O)C>>[ClH:1].[Cl:1][C:2]1[C:34]([CH3:35])=[C:33]([OH:36])[C:32]([CH3:37])=[CH:31][C:3]=1[O:4][C:5]1[CH:6]=[CH:7][C:8]2[N:12]=[C:11]([CH2:13][O:14][C:15]3[CH:28]=[CH:27][C:18]([CH2:19][CH:20]4[S:24][C:23](=[O:25])[NH:22][C:21]4=[O:26])=[CH:17][CH:16]=3)[N:10]([CH3:29])[C:9]=2[CH:30]=1 |f:1.2,3.4|. Reported procedure: Using 2.54 g of 5-{4-[6-(2-chloro-4-hydroxy-3,5-dimethylphenoxy)-1-methyl-1H-benzimidazol-2-ylmethoxy]benzyl}thiazolidine-2,4-dione and 50 ml of a 4N hydrochloric acid/ethyl acetate solution, reaction and purification were carried out in a similar manner to that described in Example (2-2b), whereby 2.67 g of the title compound were obtained. Starting materials: N1(C=NC=2C=NC=3C=CC=CC3C21)CCO (2-(1H-Imidazo[4,5-c]quinolin-1-yl)-1-ethanol), C(C#C)Br (propargyl bromide). The reagents and catalysts are [Cl-].C(C1=CC=CC=C1)[N+](C)(C)C (benzyltrimethylammonium chloride). The solvent is [OH-].[Na+] (sodium hydroxide). Run at time 16 hour. Product: C(C#C)OCCN1C=NC=2C=NC=3C=CC=CC3C21 (2-(1H-imidazo[4,5-c]quinolin-1-yl)ethyl (2-propynyl) ether). The yield is 59.2%. Reaction SMILES: [N:1]1([CH2:14][CH2:15][OH:16])[C:13]2[C:12]3[CH:11]=[CH:10][CH:9]=[CH:8][C:7]=3[N:6]=[CH:5][C:4]=2[N:3]=[CH:2]1.[CH2:17](Br)[C:18]#[CH:19]>[Cl-].C([N+](C)(C)C)C1C=CC=CC=1.[OH-].[Na+]>[CH2:19]([O:16][CH2:15][CH2:14][N:1]1[C:13]2[C:12]3[CH:11]=[CH:10][CH:9]=[CH:8][C:7]=3[N:6]=[CH:5][C:4]=2[N:3]=[CH:2]1)[C:18]#[CH:17] |f:2.3,4.5|. Reported procedure: 2-(1H-Imidazo[4,5-c]quinolin-1-yl)-1-ethanol (28.5 g, 0.133 mol) was added in portions over a period of 1 hour to a mixture of sodium hydroxide (240 mL of 50%), dichlorometbane (240 mL), propargyl bromide (39.6 g of 80%, 0.266 mol) and benzyltrimethylammonium chloride (2.46 g, 0.013 mmol). The resulting reaction mixture was allowed to stir at ambient temperature for 16 hours at which time the reaction mixture was homogeneous. The layers were separated. The aqueous fraction was extracted with add... Yield: 96.5%. Yields the product C(C1=CC=CC=C1)OC(=O)N1CC2N(C([C@@H]1C)=O)[C@H](CO2)CC(=O)N2C[C@H](C1(CC1)CC2)O ((3S,6S)-3-[2-((S)-4-Hydroxy-6-aza-spiro[2.5]oct-6-yl)-2-oxo-ethyl]-6-methyl-5-oxo-hexahydro-oxazolo[3,2-a]pyrazine-7-carboxylic acid benzyl ester). The solvent is CN(C)C=O (DMF). Starting materials: -(7-Azabenzotriazol-1-yl)-N,N,N′,N′-tetramethyluronium hexafluorophosphate, C(C1=CC=CC=C1)OC(=O)N1CC2N(C([C@@H]1C)=O)[C@H](CO2)CC(=O)O ((3S,6S)-3-carboxymethyl-6-methyl-5-oxo-hexahydro-oxazolo[3,2-a]pyrazine-7-carboxylic acid benzyl ester), Cl.C1CC12[C@@H](CNCC2)O ((S)-6-aza-spiro[2.5]octan-4-ol hydrochloride), CN1CCOCC1 (4-methylmorpholine). Reported procedure: -(7-Azabenzotriazol-1-yl)-N,N,N′,N′-tetramethyluronium hexafluorophosphate (138 mg, 0.36 mmol) was added to a solution of (3S,6S)-3-carboxymethyl-6-methyl-5-oxo-hexahydro-oxazolo[3,2-a]pyrazine-7-carboxylic acid benzyl ester (84 mg, 0.24 mmol), (S)-6-aza-spiro[2.5]octan-4-ol hydrochloride (39 mg, 0.24 mmol) and 4-methylmorpholine (73 mg, 0.73 mmol) in DMF(1 mL), then after 16 h the reaction mixture was partitioned between EtOAc and water. The organic layer was washed with brine, dried over magne... Reaction SMILES: [CH2:1]([O:8][C:9]([N:11]1[C@@H:16]([CH3:17])[C:15](=[O:18])[N:14]2[C@@H:19]([CH2:22][C:23]([OH:25])=O)[CH2:20][O:21][CH:13]2[CH2:12]1)=[O:10])[C:2]1[CH:7]=[CH:6][CH:5]=[CH:4][CH:3]=1.Cl.[CH2:27]1[C:29]2([CH2:34][CH2:33][NH:32][CH2:31][C@H:30]2[OH:35])[CH2:28]1.CN1CCOCC1>CN(C=O)C>[CH2:1]([O:8][C:9]([N:11]1[C@@H:16]([CH3:17])[C:15](=[O:18])[N:14]2[C@@H:19]([CH2:22][C:23]([N:32]3[CH2:33][CH2:34][C:29]4([CH2:27][CH2:28]4)[C@H:30]([OH:35])[CH2:31]3)=[O:25])[CH2:20][O:21][CH:13]2[CH2:12]1)=[O:10])[C:2]1[CH:7]=[CH:6][CH:5]=[CH:4][CH:3]=1 |f:1.2|. The reactants are BrC=1C=NN(C1)C(C)(C)C (4-bromo-1-t-butyl-1H-pyrazole), [Li]CCCC (n-BuLi), C(=O)=O (dry ice). Solvent: C1CCOC1 (THF). Reaction conditions: temperature -78 celsius, time 30 minute. Product: C(C)(C)(C)N1N=CC(=C1)C(=O)O (1-t-butyl-1H-pyrazole-4-carboxylic acid). Yield: 67.0%. RXN SMILES: Br[C:2]1[CH:3]=[N:4][N:5]([C:7]([CH3:10])([CH3:9])[CH3:8])[CH:6]=1.[Li]CCCC.[C:16](=[O:18])=[O:17]>C1COCC1>[C:7]([N:5]1[CH:6]=[C:2]([C:16]([OH:18])=[O:17])[CH:3]=[N:4]1)([CH3:10])([CH3:9])[CH3:8]. Procedure: To a −78° C. solution of 4-bromo-1-t-butyl-1H-pyrazole (15 g, 74.3 mmol) in anhydrous THF (100 mL) was added n-BuLi (2.5 M in hexane, 53 mL, 132 mmol) under N2, and the resulting mixture was stirred at −78° C. for 30 min. Excess dry ice was added at −78° C., and the mixture was warmed slowly to RT and stirred overnight. The reaction was concentrated in vacuo, water was added and the pH was adjusted to pH 3 by the addition of 2N aq HCl. The aqueous solution was extracted with EtOAc. The extracts ... The reactants are N1=CC=C(C)C2=CC=CC=C12 (lepidine), IC(C)(C)I (diiodopropane), CSC=1SC2=C(N1)C=CC=C2 (2-methylthiobenzothiazole), C1(=CC=C(C=C1)S(=O)(=O)OC)C (methyl p-toluenesulfonate), Compound 1A. The solvent is C(C)(=O)OCC (Ethyl acetate). The product is [I-].ICCC[N+]1=CC=C(C2=CC=CC=C12)C (N-(3-iodopropyl)-4-methylquinolinium iodide), compound 1C. RXN SMILES: [CH3:1]SC1SC2C=CC=CC=2N=1.C1(C)C=CC(S(OC)(=O)=O)=CC=1.[N:24]1[C:34]2[C:29](=[CH:30][CH:31]=[CH:32][CH:33]=2)[C:27]([CH3:28])=[CH:26][CH:25]=1.[I:35][C:36]([I:39])([CH3:38])C>C(OCC)(=O)C>[I-:35].[I:39][CH2:36][CH2:38][CH2:1][N+:24]1[C:34]2[C:29](=[CH:30][CH:31]=[CH:32][CH:33]=2)[C:27]([CH3:28])=[CH:26][CH:25]=1 |f:5.6|. Procedure details: In the first step, 2-methylthiobenzothiazole (Aldrich Chemical Company, Milwaukee, Wis. is quaternized by heating at 120° C. with an equivalent of methyl p-toluenesulfonate (Compound 1A, also commercially available from TCI, Portland, Oreg.). N-(3-iodopropyl)-4-methylquinolinium iodide (Compound 1B) is prepared by heating lepidine (5.0 g, 35 mmol) with 100 g (340 mmol) of diiodopropane at about 100° C. for one hour. Ethyl acetate is added and filtered. Compounds 1A and 1B are condensed to yield ...